This data is from the Open Reaction Database (ORD), a public repository of structured organic reaction records. The task is: describe an organic reaction: reactants, conditions, products, and yield Starting materials: CS(=O)(=O)O (Methanesulphonic acid), FC(C=1C=C(C=CC1)C(C=C)O)(F)F (1-[3-(trifluoromethyl)phenyl]prop-2-en-1-ol), C1(=CC=CC=C1)C (toluene). The solvent is O1CCCC1 (tetrahydrofuran), O (water), O (water). The product is FC(C=1C=C(C=CC1)C=CCO)(F)F (3-[3-(trifluoromethyl)phenyl]prop-2-en-1-ol). As a reaction SMILES: CS(O)(=O)=[O:3].[F:6][C:7]([F:19])([F:18])[C:8]1[CH:9]=[C:10]([CH:14](O)[CH:15]=[CH2:16])[CH:11]=[CH:12][CH:13]=1.C1(C)C=CC=CC=1>O1CCCC1.O>[F:6][C:7]([F:19])([F:18])[C:8]1[CH:9]=[C:10]([CH:14]=[CH:15][CH2:16][OH:3])[CH:11]=[CH:12][CH:13]=1. Procedure details: Methanesulphonic acid (59.4 g) was added to a solution of 1-[3-(trifluoromethyl)phenyl]prop-2-en-1-ol (50 g) in tetrahydrofuran (200 mL) and de-ionized water (100 mL) at room temperature. Reaction mixture was refluxed at 65° C. to 70° C. for about 20-22 hours. After completion of the reaction, de-ionized water (50 mL) and toluene (200 mL) were added to organic layer. Organic layer was separated and neutralized to pH 7.5-8.0 using solution of sodium bicarbonate (7%), and concentrated under vacuum...